This data is from the Open Reaction Database (ORD), a public repository of structured organic reaction records. The task is: describe an organic reaction: reactants, conditions, products, and yield The reactants are C1CCOC1, CC1(C)OCC(CN2C(=O)C(NC(=O)c3cc4cc(Cl)sc4[nH]3)Cc3ccccc32)O1, Cl. Product: O=C(NC1Cc2ccccc2N(CC(O)CO)C1=O)c1cc2cc(Cl)sc2[nH]1. As a reaction SMILES: [CH2:33]1[O:34][CH2:35][CH2:36][CH2:37]1.[CH3:2][C:3]1([CH3:32])[O:4][CH2:5][CH:6]([CH2:8][N:9]2[C:10](=[O:31])[CH:11]([NH:19][C:20](=[O:21])[c:22]3[cH:23][c:24]4[c:25]([nH:26]3)[s:27][c:28]([Cl:30])[cH:29]4)[CH2:12][c:13]3[cH:14][cH:15][cH:16][cH:17][c:18]32)[O:7]1.[ClH:1]>>[OH:4][CH2:5][CH:6]([OH:7])[CH2:8][N:9]1[C:10](=[O:31])[CH:11]([NH:19][C:20](=[O:21])[c:22]2[cH:23][c:24]3[c:25]([nH:26]2)[s:27][c:28]([Cl:30])[cH:29]3)[CH2:12][c:13]2[cH:14][cH:15][cH:16][cH:17][c:18]21.